From a dataset of the Open Reaction Database (ORD), a public repository of structured organic reaction records. describe an organic reaction: reactants, conditions, products, and yield Reactants: C1(=CC=CC=C1)C(OCC1CCNCC1)C1=CC=CC=C1 (4-(1,1-diphenyl-methoxymethyl)-piperidine), BrCCN1C(C=2C(C1=O)=CC=CC2)=O (N-(2-bromoethyl)phthalimide), C(=O)([O-])[O-].[K+].[K+] (K2CO3), [Na+].[I-] (NaI). Solvent: CC(CC)=O (2-butanone). Yields the product crude product, C1(=CC=CC=C1)C(OCC1CCN(CC1)CCN1C(C2=CC=CC=C2C1=O)=O)C1=CC=CC=C1 (2-{2-[4-(1,1-diphenyl-methoxymethyl)-piperidin-1-yl]-ethyl}-isoindole-1,3-dione). Yield: 79.8%. Reaction SMILES: [C:1]1([CH:7]([C:16]2[CH:21]=[CH:20][CH:19]=[CH:18][CH:17]=2)[O:8][CH2:9][CH:10]2[CH2:15][CH2:14][NH:13][CH2:12][CH2:11]2)[CH:6]=[CH:5][CH:4]=[CH:3][CH:2]=1.Br[CH2:23][CH2:24][N:25]1[C:29](=[O:30])[C:28]2=[CH:31][CH:32]=[CH:33][CH:34]=[C:27]2[C:26]1=[O:35].C([O-])([O-])=O.[K+].[K+].[Na+].[I-]>CC(=O)CC>[C:1]1([CH:7]([C:16]2[CH:21]=[CH:20][CH:19]=[CH:18][CH:17]=2)[O:8][CH2:9][CH:10]2[CH2:15][CH2:14][N:13]([CH2:23][CH2:24][N:25]3[C:26](=[O:35])[C:27]4[C:28](=[CH:31][CH:32]=[CH:33][CH:34]=4)[C:29]3=[O:30])[CH2:12][CH2:11]2)[CH:2]=[CH:3][CH:4]=[CH:5][CH:6]=1 |f:2.3.4,5.6|. Reported procedure: The mixture of 4-(1,1-diphenyl-methoxymethyl)-piperidine (0.760 g, 2.7 mmol, 1.0 eq.), N-(2-bromoethyl)phthalimide (0.686 g, 2.7 mmol, 1.0 eq.), K2CO3 (0.560 g, 4.1 mmol, 1.5 eq.), and NaI (0.567 g, 3.8 mmol, 1.4 eq.) in 2-butanone (10 ml) was refluxed for 2-3 hours. The mixture was then cooled to room temperature. The white solid was filtered off and was washed with small amount of CHCl3. The filtrates were combined and concentrated. The resulted residue was dissolved in CHCl3 (80 ml). The solu...